This data is from the Open Reaction Database (ORD), a public repository of structured organic reaction records. The task is: describe an organic reaction: reactants, conditions, products, and yield Reactants: Cc1ccc(S(=O)(=O)n2ccc3nc(Br)cnc32)cc1, CC(C)(C)OC(N)=O, O=C([O-])[O-], CC(=O)[O-], CC(=O)[O-], CC1(C)c2cccc(P(c3ccccc3)c3ccccc3)c2Oc2c(P(c3ccccc3)c3ccccc3)cccc21, CC(C)O, [K+], [K+], [Pd+2]. Yields the product Cc1ccc(S(=O)(=O)n2ccc3nc(NC(=O)OC(C)(C)C)cnc32)cc1. As a reaction SMILES: [Br:1][c:2]1[n:3][c:4]2[c:5]([n:6][cH:7]1)[n:8]([S:11](=[O:12])(=[O:13])[c:14]1[cH:15][cH:16][c:17]([CH3:18])[cH:19][cH:20]1)[cH:9][cH:10]2.[C:21]([NH2:22])([O:23][C:24]([CH3:25])([CH3:26])[CH3:27])=[O:28].[C:29](=[O:30])([O-:31])[O-:32].[C:77]([O-:78])(=[O:79])[CH3:80].[C:82]([O-:83])(=[O:84])[CH3:85].[CH3:35][C:36]1([CH3:37])[c:38]2[cH:39][cH:40][cH:41][c:42]([P:43]([c:44]3[cH:45][cH:46][cH:47][cH:48][cH:49]3)[c:50]3[cH:51][cH:52][cH:53][cH:54][cH:55]3)[c:56]2[O:57][c:58]2[c:59]1[cH:60][cH:61][cH:62][c:63]2[P:64]([c:65]1[cH:66][cH:67][cH:68][cH:69][cH:70]1)[c:71]1[cH:72][cH:73][cH:74][cH:75][cH:76]1.[CH:86]([OH:87])([CH3:88])[CH3:89].[K+:33].[K+:34].[Pd+2:81]>>[c:2]1([NH:22][C:21]([O:23][C:24]([CH3:25])([CH3:26])[CH3:27])=[O:28])[n:3][c:4]2[c:5]([n:6][cH:7]1)[n:8]([S:11](=[O:12])(=[O:13])[c:14]1[cH:15][cH:16][c:17]([CH3:18])[cH:19][cH:20]1)[cH:9][cH:10]2. Reactants: solution, [F-].C(CCC)[N+](CCCC)(CCCC)CCCC (tetrabutylammonium fluoride), FC1=CC=C(C=C1)C=1N(C=C(C1C1=CC=NC=C1)C1(CCNCC1)O)[Si](C(C)C)(C(C)C)C(C)C (2-(4-fluorophenyl)-4-(4-hydroxypiperidin-4-yl)-3-(pyridin-4-yl)-1-triisopropylsilyl-1H-pyrrole). The solvent is O1CCCC1 (tetrahydrofuran), O1CCCC1 (tetrahydrofuran). Reaction conditions: time 30 minute. Product: FC1=CC=C(C=C1)C=1NC=C(C1C1=CC=NC=C1)C1(CCNCC1)O (2-(4-Fluorophenyl)-4-(4-hydroxypiperidin-4-yl)-3-(pyridin-4-yl)-1H-pyrrole). Yield: 78.5%. Reaction SMILES: [F-].C([N+](CCCC)(CCCC)CCCC)CCC.[F:19][C:20]1[CH:25]=[CH:24][C:23]([C:26]2[N:27]([Si](C(C)C)(C(C)C)C(C)C)[CH:28]=[C:29]([C:37]3([OH:43])[CH2:42][CH2:41][NH:40][CH2:39][CH2:38]3)[C:30]=2[C:31]2[CH:36]=[CH:35][N:34]=[CH:33][CH:32]=2)=[CH:22][CH:21]=1>O1CCCC1>[F:19][C:20]1[CH:25]=[CH:24][C:23]([C:26]2[NH:27][CH:28]=[C:29]([C:37]3([OH:43])[CH2:38][CH2:39][NH:40][CH2:41][CH2:42]3)[C:30]=2[C:31]2[CH:32]=[CH:33][N:34]=[CH:35][CH:36]=2)=[CH:22][CH:21]=1 |f:0.1|. Reported procedure: 2.73 ml (2.73 mmol) of a 1M solution of tetrabutylammonium fluoride in tetrahydrofuran were added to a solution of 675 mg (1.37 mmol) of 2-(4-fluorophenyl)-4-(4-hydroxypiperidin-4-yl)-3-(pyridin-4-yl)-1-triisopropylsilyl-1H-pyrrole [prepared as described in Example 9(iii) above] in 14 ml of tetrahydrofuran and the resulting mixture was stirred at room temperature for 30 minutes. At the end of this time, the solvent was distilled off under reduced pressure. Water was added to the resulting residu... Starting materials: C(C1=CC=CC=C1)OC(=O)N1CC2=CC=CC=C2C[C@H]1C(=O)O ((3S)-2-[(benzyloxy)carbonyl]-1,2,3,4-tetrahydro-3-isoquinolinecarboxylic acid), C(C1=CC=CC=C1)OC(=O)N1CC2=CC=CC=C2C[C@@H]1C(=O)O ((3R)-2-[(benzyloxy)carbonyl]-1,2,3,4-tetrahydro-3-isoquinolinecarboxylic acid). Yields the product N1(CCOCC1)C[C@@H]1NCC2=CC=CC=C2C1 ((3R)-3-(4-Morpholinylmethyl)-1,2,3,4-tetrahydroisoquinoline). Reaction SMILES: C(OC([N:11]1[C@H:20]([C:21](O)=O)[CH2:19][C:18]2[C:13](=[CH:14][CH:15]=[CH:16][CH:17]=2)[CH2:12]1)=O)C1C=CC=CC=1.C(OC([N:34]1[C@@H:43]([C:44]([OH:46])=O)CC2[C:36](=CC=CC=2)[CH2:35]1)=O)C1C=CC=CC=1>>[N:34]1([CH2:21][C@H:20]2[CH2:19][C:18]3[C:13](=[CH:14][CH:15]=[CH:16][CH:17]=3)[CH2:12][NH:11]2)[CH2:35][CH2:36][O:46][CH2:44][CH2:43]1. Procedure: The procedure is in accordance with the process of Preparation 1′, replacing the (3S)-2-[(benzyloxy)carbonyl]-1,2,3,4-tetrahydro-3-isoquinolinecarboxylic acid used in Step A by (3R)-2-[(benzyloxy)carbonyl]-1,2,3,4-tetrahydro-3-isoquinolinecarboxylic acid. Reactants: example 1 ( b ), C1(CCCCC1)OC1=C(C(=O)O)C=C(C=C1)S(=O)(=O)C (2-Cyclohexyloxy-5-methanesulfonyl-benzoic acid), Cl.CS(=O)(=O)C1=CN=C(S1)N1CCNCC1 (1-(5-methanesulfonyl-thiazol-2-yl)-piperazine hydrochloride). Product: C1(CCCCC1)OC1=C(C=C(C=C1)S(=O)(=O)C)C(=O)N1CCN(CC1)C=1SC(=CN1)S(=O)(=O)C ((2-Cyclohexyloxy-5-methanesulfonyl-phenyl)-[4-(5-methanesulfonyl-thiazol-2-yl)-piperazin-1-yl]-methanone). The yield is 38.0%. As a reaction SMILES: [CH:1]1([O:7][C:8]2[CH:16]=[CH:15][C:14]([S:17]([CH3:20])(=[O:19])=[O:18])=[CH:13][C:9]=2[C:10]([OH:12])=O)[CH2:6][CH2:5][CH2:4][CH2:3][CH2:2]1.Cl.[CH3:22][S:23]([C:26]1[S:30][C:29]([N:31]2[CH2:36][CH2:35][NH:34][CH2:33][CH2:32]2)=[N:28][CH:27]=1)(=[O:25])=[O:24]>>[CH:1]1([O:7][C:8]2[CH:16]=[CH:15][C:14]([S:17]([CH3:20])(=[O:19])=[O:18])=[CH:13][C:9]=2[C:10]([N:34]2[CH2:35][CH2:36][N:31]([C:29]3[S:30][C:26]([S:23]([CH3:22])(=[O:25])=[O:24])=[CH:27][N:28]=3)[CH2:32][CH2:33]2)=[O:12])[CH2:2][CH2:3][CH2:4][CH2:5][CH2:6]1 |f:1.2|. Procedure details: Prepared in analogy to example 1 (b) from 2-cyclohexyloxy-5-methanesulfonyl-benzoic acid (Example A7) and 1-(5-methanesulfonyl-thiazol-2-yl)-piperazine hydrochloride (Example 21(c)). The crude material was purified by chromatography (SiO2, ethyl acetate/heptane) followed by trituration in ether to yield the title compound as a light red crystalline solid (yield 38%). MS (m/e): 528.3 (M+H+, 100%).